From a dataset of the Open Reaction Database (ORD), a public repository of structured organic reaction records. describe an organic reaction: reactants, conditions, products, and yield Run in C1CCOC1 (THF). Reported procedure: The title compound was prepared by the method of Example 4(B) using N-(4-chloro-3-methyl-5-isoxazolyl)-N-(methoxyethoxymethyl)thieno-[2,3-b]pyridine-3-sulfonamide (0.64 g, 1.5 mmoles) [Example 4(A)], THF (10 ml), t-BuLi (1.7 M, 1.2 ml, 2.0 mmoles), and 4,5-(methylenedioxy)-2-(2-{[(1,1-dimethylethyl)dimethylsilyl]oxy}ethyl)benzaldehyde (0.71 g, 2.3 mmoles; prepared according to Lin, et al. (1994) J. Am. Chem. Soc. 116:9791-9792). Flash chromatography (40% EtOAc/hexanes) provided 0.51 g (46%) of t... Yields the product EtOAc hexanes, ClC=1C(=NOC1N(S(=O)(=O)C1=C(SC2=NC=CC=C21)C(C2=C(C=C1C(=C2)OCO1)CCO[Si](C)(C)C(C)(C)C)O)COCCOC)C (N-(4-chloro-3-methyl-5-isoxazolyl)-N-(methoxyethoxymethyl)-2 -[α-hydroxy-4,5-(methylenedioxy)-2-(2-{[(1,1-dimethylethyl)dimethylsilyl]oxy}ethyl)benzyl]thieno [2,3-b]pyridine-3-sulfonamide). RXN SMILES: [Cl:1][C:2]1[C:3]([CH3:26])=[N:4][O:5][C:6]=1[N:7]([CH2:20][O:21][CH2:22][CH2:23][O:24][CH3:25])[S:8]([C:11]1[C:19]2[C:14](=[N:15][CH:16]=[CH:17][CH:18]=2)[S:13][CH:12]=1)(=[O:10])=[O:9].[Li]C(C)(C)C.[CH2:32]1[O:42][C:41]2[C:34](=[CH:35][C:36]([CH2:43][CH2:44][O:45][Si:46]([C:49]([CH3:52])([CH3:51])[CH3:50])([CH3:48])[CH3:47])=[C:37]([CH:40]=2)[CH:38]=[O:39])[O:33]1>C1COCC1>[Cl:1][C:2]1[C:3]([CH3:26])=[N:4][O:5][C:6]=1[N:7]([CH2:20][O:21][CH2:22][CH2:23][O:24][CH3:25])[S:8]([C:11]1[C:19]2[C:14](=[N:15][CH:16]=[CH:17][CH:18]=2)[S:13][C:12]=1[CH:38]([OH:39])[C:37]1[CH:40]=[C:41]2[O:42][CH2:32][O:33][C:34]2=[CH:35][C:36]=1[CH2:43][CH2:44][O:45][Si:46]([C:49]([CH3:51])([CH3:50])[CH3:52])([CH3:47])[CH3:48])(=[O:9])=[O:10]. The yield is 46.8%. The reactants are C1OC2=CC(=C(C=O)C=C2O1)CCO[Si](C)(C)C(C)(C)C (4,5-(methylenedioxy)-2-(2-{[(1,1-dimethylethyl)dimethylsilyl]oxy}ethyl)benzaldehyde), ClC=1C(=NOC1N(S(=O)(=O)C1=CSC2=NC=CC=C21)COCCOC)C (N-(4-chloro-3-methyl-5-isoxazolyl)-N-(methoxyethoxymethyl)thieno-[2,3-b]pyridine-3-sulfonamide), [Li]C(C)(C)C (t-BuLi).